Dataset: the Open Reaction Database (ORD), a public repository of structured organic reaction records. Task: describe an organic reaction: reactants, conditions, products, and yield As a reaction SMILES: [NH:1]1[CH:5]=[CH:4][N:3]=[C:2]1[NH:6][CH:7]1[C:39](=[O:40])[N:9]2[C:10]([C:23]([O:25]C(C3C=CC=CC=3)C3C=CC=CC=3)=[O:24])=[C:11](/[CH:14]=[CH:15]/[S:16][C:17]3[N:21]([CH3:22])[N:20]=[N:19][N:18]=3)[CH2:12][S:13][C@H:8]12>O.C(O)=O>[NH:3]1[CH:4]=[CH:5][N:1]=[C:2]1[NH:6][CH:7]1[C:39](=[O:40])[N:9]2[C:10]([C:23]([OH:25])=[O:24])=[C:11](/[CH:14]=[CH:15]/[S:16][C:17]3[N:21]([CH3:22])[N:20]=[N:19][N:18]=3)[CH2:12][S:13][C@H:8]12. Solvent: O (water), C(=O)O (formic acid). Yields the product N1C(=NC=C1)NC1[C@@H]2N(C(=C(CS2)\C=C\SC2=NN=NN2C)C(=O)O)C1=O (7-(imidazol-2-yl)amino-3-[2-(1-methyltetrazol-5-ylthio)-trans-vinyl]ceph-3-em-4-carboxylic acid). Starting materials: hydrofluoride salt, N1C(=NC=C1)NC1[C@@H]2N(C(=C(CS2)\C=C\SC2=NN=NN2C)C(=O)OC(C2=CC=CC=C2)C2=CC=CC=C2)C1=O (diphenylmethyl 7-(imidazol-2-yl)amino-3-[2-(1-methyltetrazol-5-ylthio)-trans-vinyl]ceph-3-em-4-carboxylate). Procedure details: A solution of the hydrochloried/hydrofluoride salt of diphenylmethyl 7-(imidazol-2-yl)amino-3-[2-(1-methyltetrazol-5-ylthio)-trans-vinyl]ceph-3-em-4-carboxylate (300 mg.) in a mixture of water (2 ml.) and formic acid (2 ml.) was heated to 40°-45° for 1.75 hours. The solvent was evaporated and the residue dissolved in the minium amount of a mixture of CH2Cl2, methanol and water. Precipitation by addition of isopropanol gave 7-(imidazol-2-yl)amino-3-[2-(1-methyltetrazol-5-ylthio)-trans-vinyl]ceph-... Starting materials: O1C=CC2=C1C(=CC=C2)C2CN(CCC1=C2C=CC(=C1O)O)C (1-(benzofuran-7-yl)-6,7-dihydroxy-3-methyl-2,3,4,5-tetrahydro-1H-3-benzazepine). Reagents/catalysts: catalyst. Solvent: C(C)O (ethanol), C(C)(=O)O (acetic acid). The product is O1CCC2=C1C(=CC=C2)C2CN(CCC1=C2C=CC(=C1O)O)C (1-(2,3-dihydrobenzofuran-7-yl)-6,7-dihydroxy-3-methyl-2,3,4,5-tetrahydro-1H-3-benzazepine). RXN SMILES: [O:1]1[C:5]2[C:6]([CH:10]3[C:16]4[CH:17]=[CH:18][C:19]([OH:22])=[C:20]([OH:21])[C:15]=4[CH2:14][CH2:13][N:12]([CH3:23])[CH2:11]3)=[CH:7][CH:8]=[CH:9][C:4]=2[CH:3]=[CH:2]1>C(O)C.C(O)(=O)C>[O:1]1[C:5]2[C:6]([CH:10]3[C:16]4[CH:17]=[CH:18][C:19]([OH:22])=[C:20]([OH:21])[C:15]=4[CH2:14][CH2:13][N:12]([CH3:23])[CH2:11]3)=[CH:7][CH:8]=[CH:9][C:4]=2[CH2:3][CH2:2]1. Reported procedure: 0.5 g (0.0016 mol) 1-(benzofuran-7-yl)-6,7-dihydroxy-3-methyl-2,3,4,5-tetrahydro-1H-3-benzazepine was dissolved in a mixture of 25 ml ethanol and 2 ml acetic acid. 0.2 g catalyst (10% Pd/C) was added and the mixture was submitted to hydrogenation in a Parr apparatus at a pressure of 50 psi. After 24 h the catalyst was filtered off and the solution was concentrated in vacuo. The residue was redissolved in dichloromethane, the solution was washed subsequently with NaHCO3-solution, water and brine....